Dataset: the Open Reaction Database (ORD), a public repository of structured organic reaction records. Task: describe an organic reaction: reactants, conditions, products, and yield Reactants: N (ammonia), O1C\C(\CC1)=C/C(=O)OCC (Ethyl (2Z)-dihydrofuran-3(2H)-ylideneacetate). Run in CO (methanol), O1CCOCC1 (1,4-dioxane). Run at temperature 150 celsius. Product: NC1(COCC1)CC(=O)OCC (Ethyl (3-aminotetrahydrofuran-3-yl)acetate), methyl ester. As a reaction SMILES: [O:1]1[CH2:5][CH2:4]/[C:3](=[CH:6]/[C:7]([O:9][CH2:10][CH3:11])=[O:8])/[CH2:2]1.[NH3:12]>O1CCOCC1.CO>[NH2:12][C:3]1([CH2:6][C:7]([O:9][CH2:10][CH3:11])=[O:8])[CH2:4][CH2:5][O:1][CH2:2]1. Procedure details: Ethyl (2Z)-dihydrofuran-3(2H)-ylideneacetate (Preparation 36, 1.29 g, 8.25 mmol) was stirred in 1,4-dioxane (7 mL) in a microwave vial. A solution of 7M ammonia in methanol (5 mL) was added and the reaction heated for 4 hours at 150° C. in a Biotage Initiator™ microwave. The reaction was concentrated in vacuo, but later deemed not to have reached completion. A solution of 7M ammonia in methanol (7 mL) was added and the reaction heated again for 3 hours at 150° C. in the microwave. A further port... Starting materials: BrC=1C(=NC(=NC1)Cl)O[C@H]1COCC1 ((R)-5-bromo-2-chloro-4-(tetrahydrofuran-3-yloxy)pyrimidine), Cl.CC1C(C(CCC1)C)N (2,6-dimethylcyclohexanamine HCl salt). The product is O1C[C@@H](CC1)OC1=NC(=NC=C1Br)NC1C(CCCC1C)C (4-((R)-Tetrahydrofuran-3-yloxy)-5-bromo-N-(2,6-dimethylcyclohexyl)pyrimidin-2-amine). RXN SMILES: [Br:1][C:2]1[C:3]([O:9][C@@H:10]2[CH2:14][CH2:13][O:12][CH2:11]2)=[N:4][C:5](Cl)=[N:6][CH:7]=1.Cl.[CH3:16][CH:17]1[CH2:22][CH2:21][CH2:20][CH:19]([CH3:23])[CH:18]1[NH2:24]>>[O:12]1[CH2:13][CH2:14][C@@H:10]([O:9][C:3]2[C:2]([Br:1])=[CH:7][N:6]=[C:5]([NH:24][CH:18]3[CH:19]([CH3:23])[CH2:20][CH2:21][CH2:22][CH:17]3[CH3:16])[N:4]=2)[CH2:11]1 |f:1.2|. Reported procedure: Using the procedure of Example 78, Step 2, (R)-5-bromo-2-chloro-4-(tetrahydrofuran-3-yloxy)pyrimidine was reacted with 2,6-dimethylcyclohexanamine HCl salt to provide the title compound. MS (ESI) m/z: Found: 370 (M++1), Calc. 369 (M+).